From a dataset of the Open Reaction Database (ORD), a public repository of structured organic reaction records. describe an organic reaction: reactants, conditions, products, and yield The reactants are C (charcoal), [OH-].[Na+] (sodium hydroxide), Cl (hydrochloric acid), C(=O)NC=1SC(=C(N1)C(C(=O)NC1[C@@H]2N(C(=CC(S2)OC)C(=O)O)C1=O)=NOC)Br (7-[2-(2-formamido-5-bromothiazol-4-yl)-2-methoxyiminoacetamido]-2-methoxy-3-cephem-4-carboxylic acid). Run in O (Water), CO (methanol), CO (methanol). Reaction conditions: time 2 hour. Product: NC=1SC(=C(N1)C(C(=O)NC1[C@@H]2N(C(=CC(S2)OC)C(=O)O)C1=O)=NOC)Br (7-[2-(2-amino-5-bromothiazol-4-yl)-2-methoxyiminoacetamido]-2-methoxy-3 -cephem-4-carboxylic acid). Isolated yield 90.6%. RXN SMILES: Cl.C([NH:4][C:5]1[S:6][C:7]([Br:31])=[C:8]([C:10](=[N:28][O:29][CH3:30])[C:11]([NH:13][CH:14]2[C:26](=[O:27])[N:16]3[C:17]([C:23]([OH:25])=[O:24])=[CH:18][CH:19]([O:21][CH3:22])[S:20][C@H:15]23)=[O:12])[N:9]=1)=O.C.[OH-].[Na+]>CO.O>[NH2:4][C:5]1[S:6][C:7]([Br:31])=[C:8]([C:10](=[N:28][O:29][CH3:30])[C:11]([NH:13][CH:14]2[C:26](=[O:27])[N:16]3[C:17]([C:23]([OH:25])=[O:24])=[CH:18][CH:19]([O:21][CH3:22])[S:20][C@H:15]23)=[O:12])[N:9]=1 |f:3.4|. Reported procedure: Conc. hydrochloric acid (0.7 ml.) was added to a solution of 7-[2-(2-formamido-5-bromothiazol-4-yl)-2-methoxyiminoacetamido]-2-methoxy-3-cephem-4-carboxylic acid (syn isomer, 1.4 g.) in methanol (45 ml.) and stirred at room temperature for 2 hrs. and further for 3.5 hrs. under ice-cooling. The reaction mixture was treated with activated charcoal. Water (30 ml.) was added to the solution and adjusted to pH 6.5 with 1N-aqueous sodium hydroxide, and methanol was distilled off. Ethyl acetate was add... The reactants are C(C)(=O)ON1C(=NC=C1CO)CC=C (allyl-5-hydroxymethylimidazol-1-yl acetate), S(=O)(Cl)Cl (thionyl chloride). Run in C(Cl)Cl (CH2Cl2). Product: Cl.C(C)(=O)ON1C(=NC=C1CCl)CC=C (allyl-5-chloromethyl-imidazol-1-yl acetate hydrochloride). As a reaction SMILES: [C:1]([O:4][N:5]1[C:9]([CH2:10]O)=[CH:8][N:7]=[C:6]1[CH2:12][CH:13]=[CH2:14])(=[O:3])[CH3:2].S(Cl)([Cl:17])=O>C(Cl)Cl>[ClH:17].[C:1]([O:4][N:5]1[C:9]([CH2:10][Cl:17])=[CH:8][N:7]=[C:6]1[CH2:12][CH:13]=[CH2:14])(=[O:3])[CH3:2] |f:3.4|. Procedure details: React allyl-5-hydroxymethylimidazol-1-yl acetate with excess thionyl chloride in CH2Cl2 at ice bath temperatures for about 8 hours to form the title compound. Reactants: C(=O)(Cl)Cl (phosgene), liquid, C(=O)(Cl)Cl (phosgene), C1SCC2=C1C=CC=C2S(=O)(=O)N (1,3-dihydrobenzo[c]thiophene-4-sulfonamide), C(CCC)N=C=O (butyl isocyanate), C1CN2CCN1CC2 (DABCO). The solvent is C=1(C(=CC=CC1)C)C (xylene). Reaction conditions: time 5 minute. Product: C1SCC2=C1C=CC=C2S(=O)(=O)N=C=O (1,3-dihydrobenzo[c]thiophene-4-sulfonyl isocyanate). Reaction SMILES: [CH2:1]1[C:5]2[CH:6]=[CH:7][CH:8]=[C:9]([S:10]([NH2:13])(=[O:12])=[O:11])[C:4]=2[CH2:3][S:2]1.C(N=[C:19]=[O:20])CCC.C1N2CCN(CC2)C1.C(Cl)(Cl)=O>C1(C)C(C)=CC=CC=1>[CH2:1]1[C:5]2[CH:6]=[CH:7][CH:8]=[C:9]([S:10]([N:13]=[C:19]=[O:20])(=[O:11])=[O:12])[C:4]=2[CH2:3][S:2]1. Procedure: A mixture of 5.5 g of 1,3-dihydrobenzo[c]thiophene-4-sulfonamide, 2.5 g of butyl isocyanate and 0.05 g of DABCO® in 50 ml of xylene was heated to 135° and 2.2 ml of liquid phosgene was added in small portions at approximately 135°. When the addition of phosgene was complete, heating was continued for 5 minutes before the dark brown suspension was cooled to ambient temperature under a slow stream of nitrogen. The reaction mixture was filtered under nitrogen and the filtrate was concentrated in va... The reactants are C(CCC)[Li] (n-butyllithium), C(#N)C=1C=NC=CC1 (3-cyanopyridine), C[Si](C)(C)C#C (trimethylsilylacetylene), [Li] (lithium), [C-]#[C-].[Li+].[Li+] (lithium acetylide). The solvent is C(C1=CC=CC=C1)#N (benzonitrile), C1CCOC1 (THF). Reaction conditions: time 20 hour. Product: C[Si](C)(C)C#CC=1C=NC=CC1 (3-(trimethylsilylethynyl)pyridine). The yield is 50.0%. RXN SMILES: [C:1]([C:3]1[CH:4]=[N:5][CH:6]=[CH:7][CH:8]=1)#N.[Li].[C-]#[C-].[Li+].[Li+].[CH3:14][Si:15]([C:18]#C)([CH3:17])[CH3:16].C([Li])CCC>C1COCC1.C(#N)C1C=CC=CC=1>[CH3:14][Si:15]([C:18]#[C:1][C:3]1[CH:4]=[N:5][CH:6]=[CH:7][CH:8]=1)([CH3:17])[CH3:16] |f:2.3.4,^1:8|. Procedure details: The procedure was identical to Example 1, with the exception that 3-cyanopyridine (0.208 g; 2.00 mmol) was used as a substrate instead of benzonitrile and lithium trimethylacetylide (8.00 ml; 4.00 mmol; 0.5 M in THF) was used instead of the in situ derived lithium acetylide made from trimethylsilylacetylene and n-butyllithium. GC analysis of the organic phase of the hydrolyzed reaction sample after 20 h at 65° C. showed the presence of 1.00 mmol (50% yield) of 3-(trimethylsilylethynyl)pyridine a... Reactants: C(#N)C1=CC(=CC=2N=C(SC21)NC(NCC)=O)C=2C=NC(=NC2)N2CCC(CC2)(C(=O)OCC)C (Ethyl 1-[5-[7-cyano-2-(ethylcarbamoylamino)-1,3-benzothiazol-5-yl]pyrimidin-2-yl]-4-methyl-piperidine-4-carboxylate), Cl.NO (hydroxylamine hydrochloride), C(C)(=O)Cl (acetyl chloride). The solvent is N1=CC=CC=C1 (pyridine), CCOC(=O)C (EtOAc). Reaction conditions: temperature 80 celsius, time 4 hour. Yields the product C(C)NC(=O)NC=1SC2=C(N1)C=C(C=C2C2=NOC(=N2)C)C=2C=NC(=NC2)N2CCC(CC2)(C(=O)OCC)C (Ethyl 1-[5-[2-(ethylcarbamoylamino)-7-(5-methyl-1,2,4-oxadiazol-3-yl)-1,3-benzothiazol-5-yl]pyrimidin-2-yl]-4-methyl-piperidine-4-carboxylate). Isolated yield 52.8%. As a reaction SMILES: [C:1]([C:3]1[C:11]2[S:10][C:9]([NH:12][C:13](=[O:17])[NH:14][CH2:15][CH3:16])=[N:8][C:7]=2[CH:6]=[C:5]([C:18]2[CH:19]=[N:20][C:21]([N:24]3[CH2:29][CH2:28][C:27]([CH3:35])([C:30]([O:32][CH2:33][CH3:34])=[O:31])[CH2:26][CH2:25]3)=[N:22][CH:23]=2)[CH:4]=1)#[N:2].Cl.[NH2:37]O.[C:39](Cl)(=[O:41])[CH3:40]>N1C=CC=CC=1.CCOC(C)=O>[CH2:15]([NH:14][C:13]([NH:12][C:9]1[S:10][C:11]2[C:3]([C:1]3[N:37]=[C:39]([CH3:40])[O:41][N:2]=3)=[CH:4][C:5]([C:18]3[CH:23]=[N:22][C:21]([N:24]4[CH2:29][CH2:28][C:27]([CH3:35])([C:30]([O:32][CH2:33][CH3:34])=[O:31])[CH2:26][CH2:25]4)=[N:20][CH:19]=3)=[CH:6][C:7]=2[N:8]=1)=[O:17])[CH3:16] |f:1.2|. Procedure: Ethyl 1-[5-[7-cyano-2-(ethylcarbamoylamino)-1,3-benzothiazol-5-yl]pyrimidin-2-yl]-4-methyl-piperidine-4-carboxylate (327 mg, 0.66 mmol) and hydroxylamine hydrochloride (230 mg, 3.31 mmol) were suspended in pyridine (20 mL) and the mixture stirred at 80° C. for 4 h. The reaction was cooled to rt and acetyl chloride (565 μL, 7.95 mmol) was added then stirred at 80° C. for 9 h. The reaction was diluted with EtOAc (100 mL), washed with dilute HCl (2×100 mL), brine and separated. The organic fraction...